From a dataset of the Open Reaction Database (ORD), a public repository of structured organic reaction records. describe an organic reaction: reactants, conditions, products, and yield Reactants: S(N)(=O)(=O)C1=CC=2C(=[N+](C=CC2)[O-])S1 (2-sulfamoylthieno[2,3-b]pyridine-7-oxide), COC(N(C)C)OC (dimethylformamide dimethyl acetal). Run in C(C)#N (acetonitrile). Reaction conditions: temperature 25 celsius, time 24 hour. Yields the product CN(C=NS(=O)(=O)C1=CC=2C(=[N+](C=CC2)[O-])S1)C (N,N-Dimethyl-N'-(7-oxidothieno[2 3-b]pyridine-2-sulfonyl)formamidine). RXN SMILES: [S:1]([C:5]1[S:14][C:8]2=[N+:9]([O-:13])[CH:10]=[CH:11][CH:12]=[C:7]2[CH:6]=1)(=[O:4])(=[O:3])[NH2:2].CO[CH:17](OC)[N:18]([CH3:20])[CH3:19]>C(#N)C>[CH3:17][N:18]([CH3:20])[CH:19]=[N:2][S:1]([C:5]1[S:14][C:8]2=[N+:9]([O-:13])[CH:10]=[CH:11][CH:12]=[C:7]2[CH:6]=1)(=[O:3])=[O:4]. Reported procedure: A mixture of 2-sulfamoylthieno[2,3-b]pyridine-7-oxide (0.50 g, 2.2 mmol) and dimethylformamide dimethyl acetal (0.3 g, 2.2 mmol) in acetonitrile (3 ml) was stirred for 24 hours at 25° C. The solvent was evaporated and the residue was treated with water. After filtration and drying, there was obtained 0.57 g, (91%) m.p. 232°-234° C. The reactants are C([O-])([O-])=O.[Na+].[Na+] (sodium carbonate), NC1=NC(=CC(=N1)C1=CC=C(C=C1)C[C@@H](C(=O)O)NC(=O)OC(C)(C)C)O[C@H](C(F)(F)F)C1=CC=C(C=C1)Br ((S)-3-(4-{2-amino-6-[(S)-1-(4-bromo-phenyl)-2,2,2-trifluoro-ethoxy]-pyrimidin-4-yl}-phenyl)-2-tert-butoxycarbonylamino-propionic acid), FC1=NC=CC(=C1)B(O)O (2-fluoropyridine-4-boronic acid), C(C)#N (acetonitrile). The reagents and catalysts are Cl[Pd]([P](C1=CC=CC=C1)(C2=CC=CC=C2)C3=CC=CC=C3)([P](C4=CC=CC=C4)(C5=CC=CC=C5)C6=CC=CC=C6)Cl (dichlorobis(triphenylphosphine)-palladium(II)). The solvent is O (water). Run at temperature 150 celsius. The product is NC1=NC(=CC(=N1)C1=CC=C(C=C1)C[C@@H](C(=O)O)NC(=O)OC(C)(C)C)O[C@H](C(F)(F)F)C1=CC=C(C=C1)C1=CC(=NC=C1)F ((S)-3-[4-(2-amino-6-{(S)-2,2,2-trifluoro-1-[4-(2-fluoro-pyridin-4-yl)-phenyl]-ethoxy}-pyrimidin-4-yl)-phenyl]-2-tert-butoxycarbonylamino-propionic acid). The yield is 48.5%. As a reaction SMILES: [NH2:1][C:2]1[N:7]=[C:6]([C:8]2[CH:13]=[CH:12][C:11]([CH2:14][C@H:15]([NH:19][C:20]([O:22][C:23]([CH3:26])([CH3:25])[CH3:24])=[O:21])[C:16]([OH:18])=[O:17])=[CH:10][CH:9]=2)[CH:5]=[C:4]([O:27][C@@H:28]([C:33]2[CH:38]=[CH:37][C:36](Br)=[CH:35][CH:34]=2)[C:29]([F:32])([F:31])[F:30])[N:3]=1.[F:40][C:41]1[CH:46]=[C:45](B(O)O)[CH:44]=[CH:43][N:42]=1.C(#N)C.C(=O)([O-])[O-].[Na+].[Na+]>Cl[Pd](Cl)([P](C1C=CC=CC=1)(C1C=CC=CC=1)C1C=CC=CC=1)[P](C1C=CC=CC=1)(C1C=CC=CC=1)C1C=CC=CC=1.O>[NH2:1][C:2]1[N:7]=[C:6]([C:8]2[CH:13]=[CH:12][C:11]([CH2:14][C@H:15]([NH:19][C:20]([O:22][C:23]([CH3:26])([CH3:25])[CH3:24])=[O:21])[C:16]([OH:18])=[O:17])=[CH:10][CH:9]=2)[CH:5]=[C:4]([O:27][C@@H:28]([C:33]2[CH:38]=[CH:37][C:36]([C:45]3[CH:44]=[CH:43][N:42]=[C:41]([F:40])[CH:46]=3)=[CH:35][CH:34]=2)[C:29]([F:32])([F:31])[F:30])[N:3]=1 |f:3.4.5,^1:61,80|. Procedure: A microwave vial (2 ml) was charged with (S)-3-(4-{2-amino-6-[(S)-1-(4-bromo-phenyl)-2,2,2-trifluoro-ethoxy]-pyrimidin-4-yl}-phenyl)-2-tert-butoxycarbonylamino-propionic acid (139 mg, 0.23 mmol), 2-fluoropyridine-4-boronic acid (40 mg, 0.27 mmol) 1 ml of acetonitrile, and 0.7 ml of water. To this mixture, 0.4 ml of aqueous sodium carbonate (1M) was added, followed by 14 mg (5 mol %) of dichlorobis(triphenylphosphine)-palladium(II). The reaction vessel was sealed and heated to 150° C. for 5 minut... Starting materials: [K+], [K+], Nc1c(Nc2cccnc2)c(=O)c1=O, O=C([O-])[O-], CC(C)(C1CCCCC1)C(NC(=O)c1ccc(Cl)cc1)n1nnc2ccccc21. Yields the product CC(C)(C1CCCCC1)C(NC(=O)c1ccc(Cl)cc1)Nc1c(Nc2cccnc2)c(=O)c1=O. As a reaction SMILES: [K+:44].[K+:45].[NH2:1][c:2]1[c:3](=[O:14])[c:4](=[O:13])[c:5]1[NH:6][c:7]1[cH:8][n:9][cH:10][cH:11][cH:12]1.[O-:46][C:47]([O-:48])=[O:49].[n:15]1([CH:24]([C:25]([CH3:26])([CH3:27])[CH:28]2[CH2:29][CH2:30][CH2:31][CH2:32][CH2:33]2)[NH:34][C:35]([c:36]2[cH:37][cH:38][c:39]([Cl:42])[cH:40][cH:41]2)=[O:43])[c:16]2[cH:17][cH:18][cH:19][cH:20][c:21]2[n:22][n:23]1>>[NH:1]([c:2]1[c:3](=[O:14])[c:4](=[O:13])[c:5]1[NH:6][c:7]1[cH:8][n:9][cH:10][cH:11][cH:12]1)[CH:24]([C:25]([CH3:26])([CH3:27])[CH:28]1[CH2:29][CH2:30][CH2:31][CH2:32][CH2:33]1)[NH:34][C:35]([c:36]1[cH:37][cH:38][c:39]([Cl:42])[cH:40][cH:41]1)=[O:43]. Reactants: [Si](C)(C)(C(C)(C)C)OCCC[C@@H]1[C@@H](OC[C@H]1OC([C@H](OC)C1=CC=CC=C1)=O)C=1C=NC=CC1 ((2R,3R,4S)-3-(3-t-butyldimethylsilyloxypropan-1-yl)-4-[(R)-(-)-α-methoxyphenylacetoxy]-2-(3-pyridyl)tetrahydrofuran), C1(=CC=C(C=C1)CO[C@@H]1[C@H]([C@H](OC1)C=1C=NC=CC1)CC\C=C/CCC(=O)O)C1=CC=CC=C1 ((Z)-(2S,3S,4R)-7-[4-(biphenyl-4-ylmethoxy)-2-(3-pyridyl)tetrahydrofuran-3-yl]hept-4-enoic acid). Run in CO (MeOH). Product: C1(=CC=C(C=C1)CO[C@H]1[C@@H]([C@@H](OC1)C=1C=NC=CC1)CC\C=C/CCC(=O)O)C1=CC=CC=C1 ((Z)-(2R,3R,4S)-7-[4-(biphenyl-4-ylmethoxy)-2-(3-pyridyl)tetrahydrofuran-3-yl]hept-4-enoic acid). As a reaction SMILES: [Si](OCCC[C@H]1[C@H](OC(=O)[C@@H](C2C=CC=CC=2)OC)CO[C@H]1C1C=NC=CC=1)(C(C)(C)C)(C)C.[C:35]1([C:63]2[CH:68]=[CH:67][CH:66]=[CH:65][CH:64]=2)[CH:40]=[CH:39][C:38]([CH2:41][O:42][C@H:43]2[CH2:47][O:46][C@H:45]([C:48]3[CH:49]=[N:50][CH:51]=[CH:52][CH:53]=3)[C@@H:44]2[CH2:54][CH2:55]/[CH:56]=[CH:57]\[CH2:58][CH2:59][C:60]([OH:62])=[O:61])=[CH:37][CH:36]=1>CO>[C:35]1([C:63]2[CH:64]=[CH:65][CH:66]=[CH:67][CH:68]=2)[CH:36]=[CH:37][C:38]([CH2:41][O:42][C@@H:43]2[CH2:47][O:46][C@@H:45]([C:48]3[CH:49]=[N:50][CH:51]=[CH:52][CH:53]=3)[C@H:44]2[CH2:54][CH2:55]/[CH:56]=[CH:57]\[CH2:58][CH2:59][C:60]([OH:62])=[O:61])=[CH:39][CH:40]=1. Procedure: (Z)-(2R,3R,4S)-7-[4-(biphenyl-4-ylmethoxy)-2-(3-pyridyl)tetrahydrofuran-3-yl]hept-4-enoic acid having mp 94°-96° C. and [α]D25 =-83.75° (MeOH) is prepared from (2R,3R,4S)-3-(3-t-butyldimethylsilyloxypropan-1-yl)-4-[(R)-(-)-α-methoxyphenylacetoxy]-2-(3-pyridyl)tetrahydrofuran as described for the synthesis of (Z)-(2S,3S,4R)-7-[4-(biphenyl-4-ylmethoxy)-2-(3-pyridyl)tetrahydrofuran-3-yl]hept-4-enoic acid in example 1. The reactants are C(C(CCCCCCCCCCCCC)O)O (1,2-pentadecanediol), C(C(CCCCCCCCCCCCCC)O)O (1,2-hexadecanediol), C(C(CCCCCCCCCCCCCCC)O)O (1,2-heptadecanediol), C(CCCCCCCCCCCCCCCCC)(O)O (octadecanediol), P(OC)(OC)[O-] (dimethyl phosphite). Solvent: CO (Methanol). Run at temperature 70 celsius, time 2 hour. The product is C(CCCCCCCCCCCCCC)(O)O.C(CCCCCCCCCCCCCCCCC)(O)O (Pentadecanediol Octadecanediol). As a reaction SMILES: C(O)C(O)CCCCCCCCCCCCC.C(O)C(O)CCCCCCCCCCCCCC.C(O)C(O)CCCCCCCCCCCCCCC.[CH:55]([OH:74])([OH:73])[CH2:56][CH2:57][CH2:58][CH2:59][CH2:60][CH2:61][CH2:62][CH2:63][CH2:64][CH2:65][CH2:66][CH2:67][CH2:68][CH2:69][CH2:70][CH2:71][CH3:72].P([O-])(OC)OC>CO>[CH:55]([OH:73])([OH:74])[CH2:56][CH2:57][CH2:58][CH2:59][CH2:60][CH2:61][CH2:62][CH2:63][CH2:64][CH2:65][CH2:66][CH2:67][CH2:68][CH3:69].[CH:55]([OH:73])([OH:74])[CH2:56][CH2:57][CH2:58][CH2:59][CH2:60][CH2:61][CH2:62][CH2:63][CH2:64][CH2:65][CH2:66][CH2:67][CH2:68][CH2:69][CH2:70][CH2:71][CH3:72] |f:6.7|. Procedure: Approximately 360 g of 1,2-mixed pentadecanediol to octadecanediol (commercially obtained as Vikol 158 from Viking Chemical Co. and containing about 28% 1,2-pentadecanediol, about 28% 1,2-hexadecanediol, about 28% 1,2-heptadecanediol and about 16% octadecanediol, all percentages by weight) were charged to a glass reactor equipped with heater, agitator, Dean-Stark tube with condenser and provision for blanketing the vapor space with nitrogen. The contents were heated to 70° C. to liquify the soli... The reactants are FC1=CC=C(C=O)C=C1 (4-fluorobenzaldehyde), CN (methylamine), [BH4-].[Na+] (NaBH4). Run in CO (MeOH). Reaction conditions: time 1 hour. Product: FC1=CC=C(CNC)C=C1 ((4-fluorobenzyl)-methylamine). Reaction SMILES: [F:1][C:2]1[CH:9]=[CH:8][C:5]([CH:6]=O)=[CH:4][CH:3]=1.[CH3:10][NH2:11].[BH4-].[Na+]>CO>[F:1][C:2]1[CH:9]=[CH:8][C:5]([CH2:6][NH:11][CH3:10])=[CH:4][CH:3]=1 |f:2.3|. Reported procedure: To 4-fluorobenzaldehyde (2.48 g) in MeOH was added methylamine (40% aqueous solution, 2.0 mL). The reaction mixture was stirred at RT for 12 h at which time NaBH4 (0.38 g) was added. After stirring for 1 h the reaction was quenched with H2O and extracted with ethyl acetate. The combined extracts were dried, filtered, and concentrated to yield (4-fluorobenzyl)-methylamine (2.30 g) which was used without further purification. Reactants: [N+](=O)([O-])C1=CC=C(OC(CN2C=NC=C2)C(C)(C)C)C=C1 (1-[2-(4-nitrophenoxy)-3,3-dimethyl-n-butyl]imidazole), ferrous ammonium sulphate hexahydrate, [OH-].[NH4+] (ammonium hydroxide). Solvent: C(C)O (ethanol). The product is NC1=CC=C(OC(CN2C=NC=C2)C(C)(C)C)C=C1 (1-[2-(4-aminophenoxy)-3,3-dimethyl-n-butyl]imidazole). The yield is 78.1%. Reaction SMILES: [N+:1]([C:4]1[CH:21]=[CH:20][C:7]([O:8][CH:9]([C:16]([CH3:19])([CH3:18])[CH3:17])[CH2:10][N:11]2[CH:15]=[CH:14][N:13]=[CH:12]2)=[CH:6][CH:5]=1)([O-])=O.[OH-].[NH4+]>C(O)C>[NH2:1][C:4]1[CH:5]=[CH:6][C:7]([O:8][CH:9]([C:16]([CH3:17])([CH3:19])[CH3:18])[CH2:10][N:11]2[CH:15]=[CH:14][N:13]=[CH:12]2)=[CH:20][CH:21]=1 |f:1.2|. Procedure details: The above nitro compound (2.00 g) was added to a stirred suspension of finely ground ferrous ammonium sulphate hexahydrate and the mixture heated to reflux. Concentrated ammonium hydroxide was added every two minutes in two ml aliquots until thin layer chromatography showed the reaction to be complete. Absolute ethanol (150 ml) was then added and the reaction mixture filtered through Celite. After evaporation of the solvent the residue was chromatographed on silica gel eluting with 5% methanol i...